This data is from the Open Reaction Database (ORD), a public repository of structured organic reaction records. The task is: describe an organic reaction: reactants, conditions, products, and yield Starting materials: CCOC(=O)CBr, CCN(C(C)C)C(C)C, Cc1ccccc1, CC(N)c1ccccc1. Product: CCOC(=O)CNC(C)c1ccccc1. As a reaction SMILES: [Br:1][CH2:2][C:3](=[O:4])[O:5][CH2:6][CH3:7].[CH2:17]([N:18]([CH:19]([CH3:20])[CH3:21])[CH:22]([CH3:23])[CH3:24])[CH3:25].[CH3:26][c:27]1[cH:28][cH:29][cH:30][cH:31][cH:32]1.[CH3:8][CH:9]([c:10]1[cH:11][cH:12][cH:13][cH:14][cH:15]1)[NH2:16]>>[CH2:2]([C:3](=[O:4])[O:5][CH2:6][CH3:7])[NH:16][CH:9]([CH3:8])[c:10]1[cH:11][cH:12][cH:13][cH:14][cH:15]1. The reactants are C(#N)CC1=CNC2=CC=C(C=C12)NC(=O)N (N-(3-cyanomethyl-1H-indol-5-yl)urea), N (NH3), NH4OH MeOH silica gel. The reagents and catalysts are [Ni] (RaNi). Solvent: CCO (EtOH), CCO (EtOH). Product: NCCC1=CNC2=CC=C(C=C12)NC(=O)N (N-[3-(2-aminoethyl)-1H-indol-5-yl]urea). Isolated yield 44.0%. Reaction SMILES: [C:1]([CH2:3][C:4]1[C:12]2[C:7](=[CH:8][CH:9]=[C:10]([NH:13][C:14]([NH2:16])=[O:15])[CH:11]=2)[NH:6][CH:5]=1)#[N:2].N>[Ni].CCO>[NH2:2][CH2:1][CH2:3][C:4]1[C:12]2[C:7](=[CH:8][CH:9]=[C:10]([NH:13][C:14]([NH2:16])=[O:15])[CH:11]=2)[NH:6][CH:5]=1. Procedure details: A suspension of 11.0 g (0.05 mole) of N-(3-cyanomethyl-1H-indol-5-yl)urea in 700 ml of abs. EtOH saturated with NH3 was treated with RaNi (one spoonful, activated by washing with 1 l of abs EtOH) and hydrogenated in a Parr apparatus for 14 hours. The solution was filtered through celite and then through a millipore followed by evaporation of solvents in vacuo to give an oily solid. Trituration with EtOH afforded 8.2 g of crude white product: m.p. 187.5°-188.5°. Thin layer chromatography indicate... RXN SMILES: [Cl:25][CH2:26][Cl:27].[NH2:1][CH2:2][c:3]1[cH:4][cH:5][c:6]([CH2:7][NH:8][C:9]([O:10][C:11]([CH3:12])([CH3:13])[CH3:14])=[O:15])[cH:16][cH:17]1.[O:18]=[C:19]1[CH2:20][CH2:21][C:22](=[O:23])[O:24]1.[OH:28][C:29]([CH2:30][C:31]([C:32](=[O:33])[OH:34])([CH2:35][C:36](=[O:37])[OH:38])[OH:39])=[O:40]>>[NH:1]([CH2:2][c:3]1[cH:4][cH:5][c:6]([CH2:7][NH:8][C:9]([O:10][C:11]([CH3:12])([CH3:13])[CH3:14])=[O:15])[cH:16][cH:17]1)[C:22]([CH2:21][CH2:20][C:19](=[O:18])[OH:24])=[O:23]. Reactants: ClCCl, CC(C)(C)OC(=O)NCc1ccc(CN)cc1, O=C1CCC(=O)O1, O=C(O)CC(O)(CC(=O)O)C(=O)O. The product is CC(C)(C)OC(=O)NCc1ccc(CNC(=O)CCC(=O)O)cc1. Starting materials: S(=O)(Cl)Cl (Thionyl chloride), ClC1=C(SC=C1C)CO ((3-chloro-4-methyl-2-thienyl)methanol), C(O)([O-])=O.[Na+] (sodium hydrogen carbonate). Run in C(Cl)(Cl)Cl (chloroform), C(Cl)(Cl)Cl (chloroform). Reaction conditions: time 30 minute. Product: ClC1=C(SC=C1C)CCl (3-chloro-2-(chloromethyl)-4-methylthiophene). RXN SMILES: S(Cl)([Cl:3])=O.[Cl:5][C:6]1[C:10]([CH3:11])=[CH:9][S:8][C:7]=1[CH2:12]O.C(=O)([O-])O.[Na+]>C(Cl)(Cl)Cl>[Cl:5][C:6]1[C:10]([CH3:11])=[CH:9][S:8][C:7]=1[CH2:12][Cl:3] |f:2.3|. Reported procedure: Thionyl chloride (2.1 ml) was added dropwise to a chloroform (30 ml) solution of (3-chloro-4-methyl-2-thienyl)methanol (2.34 g), followed by stirring at room temperature for 30 minutes. The reaction solution and chloroform were added to a saturated aqueous sodium hydrogen carbonate solution and then the organic layer was separated. Furthermore, the organic layer washed with brine and, after drying over anhydrous sodium sulfate and filtration, the solvent was removed by evaporation under reduced ...